This data is from the Open Reaction Database (ORD), a public repository of structured organic reaction records. The task is: describe an organic reaction: reactants, conditions, products, and yield The reactants are N1=C(Cl)N=C(Cl)N=C1Cl (Cyanuric chloride), CN(C=O)C (N,N-dimethylformamide), ClC=1C(=C(C(=C(C1)C(C)O)OCC)C=1C=CC(=NC1)C(=O)N(C)C)C (5-[3-chloro-6-ethoxy-5-(1-hydroxyethyl)-2-methylphenyl]-N,N-dimethylpyridine-2-carboxamide). The solvent is ClCCl (dichloromethane), C(Cl)Cl (methylene chloride). Reaction conditions: time 8 hour. Product: ClC=1C(=C(C(=C(C1)C(C)Cl)OCC)C=1C=CC(=NC1)C(=O)N(C)C)C (5-[3-Chloro-5-(1-chloroethyl)-6-ethoxy-2-methylphenyl]-N,N-dimethylpyridine-2-carboxamide). The yield is 90.0%. Reaction SMILES: N1C(Cl)=NC(Cl)=NC=1[Cl:3].CN(C)C=O.[Cl:15][C:16]1[C:17]([CH3:39])=[C:18]([C:28]2[CH:29]=[CH:30][C:31]([C:34]([N:36]([CH3:38])[CH3:37])=[O:35])=[N:32][CH:33]=2)[C:19]([O:25][CH2:26][CH3:27])=[C:20]([CH:22](O)[CH3:23])[CH:21]=1>ClCCl>[Cl:15][C:16]1[C:17]([CH3:39])=[C:18]([C:28]2[CH:29]=[CH:30][C:31]([C:34]([N:36]([CH3:38])[CH3:37])=[O:35])=[N:32][CH:33]=2)[C:19]([O:25][CH2:26][CH3:27])=[C:20]([CH:22]([Cl:3])[CH3:23])[CH:21]=1. Procedure: Cyanuric chloride (0.43 g, 2.3 mmol) was added to N,N-dimethylformamide (0.18 mL, 2.3 mmol) at room temperature. After the formation of a white solid (10 minutes), methylene chloride (10 mL) was added, followed by 5-[3-chloro-6-ethoxy-5-(1-hydroxyethyl)-2-methylphenyl]-N,N-dimethylpyridine-2-carboxamide (0.6 g, 2 mmol). After addition, the mixture was stirred at room temperature overnight, then diluted with dichloromethane and washed with sat. NaHCO3 solution. The organic layers were dried over ... Starting materials: CI, CSC(C)C(=O)c1ccc(C(F)(F)F)cc1, [H-], [Na+], C1CCOC1, O. Product: CSC(C)(C)C(=O)c1ccc(C(F)(F)F)cc1. RXN SMILES: [CH3:19][I:20].[CH3:1][S:2][CH:3]([C:4](=[O:5])[c:6]1[cH:7][cH:8][c:9]([C:12]([F:13])([F:14])[F:15])[cH:10][cH:11]1)[CH3:16].[H-:17].[Na+:18].[O:22]1[CH2:23][CH2:24][CH2:25][CH2:26]1.[OH2:21]>>[CH3:1][S:2][C:3]([C:4](=[O:5])[c:6]1[cH:7][cH:8][c:9]([C:12]([F:13])([F:14])[F:15])[cH:10][cH:11]1)([CH3:16])[CH3:19]. Reactants: N[C@@H]1C=C[C@@H](C1)C(=O)O ((1R,4S)-4-aminocyclopent-2-ene-1-carboxylic acid), COC(=O)[C@H]1C=C[C@H](C1)N ((1R,4S)-4-aminocyclopent-2-ene-1-carboxylate methyl ester), C[Si](C)(C)[N-][Si](C)(C)C.[Li+] (lithium bis-(trimethylsilyl)amide), CC=1N(C(=CC1)C)[C@@H]1C=C[C@@H](C1)C(=O)OC (Methyl (1R,4S)-4-(2,5-dimethyl-1H-pyrrol-1-yl)cyclopent-2-ene-1-carboxylate), CC=1N(C(=CC1)C)[C@@H]1C=C[C@@H](C1)C(=O)OC (methyl (1R,4S)-4-(2,5-dimethyl-1H-pyrrol-1-yl)cyclopent-2-ene-1-carboxylate), ICCC (iodopropane), CCN(C(C)C)C(C)C (DIEA), methyl ester, S(=O)(Cl)Cl (thionyl chloride), CC(CC(C)=O)=O (2,4-pentanedione). Run in CO (methanol). The product is CC=1N(C(=CC1)C)[C@@H]1C=C[C@@](C1)(C(=O)O)C(C)C ((1S,4S)-4-(2,5-dimethyl-1H-pyrrol-1-yl)-1-isopropylcyclopent-2-ene-1-carboxylic acid). RXN SMILES: [NH2:1][C@H:2]1[CH2:6][C@@H:5]([C:7]([OH:9])=[O:8])[CH:4]=[CH:3]1.S(Cl)(Cl)=O.[CH3:14][C:15]1N([C@H]2C[C@@H](C(OC)=O)C=C2)[C:17]([CH3:20])=[CH:18][CH:19]=1.CO[C:32]([C@@H:34]1C[C@H](N)C=[CH:35]1)=O.CC(=O)CC(=O)C.CCN(C(C)C)C(C)C.ICCC.C[Si]([N-][Si](C)(C)C)(C)C.[Li+]>CO>[CH3:14][C:15]1[N:1]([C@H:2]2[CH2:6][C@@:5]([CH:34]([CH3:35])[CH3:32])([C:7]([OH:9])=[O:8])[CH:4]=[CH:3]2)[C:17]([CH3:20])=[CH:18][CH:19]=1 |f:7.8|. Procedure details: Here, (1R,4S)-4-aminocyclopent-2-ene-1-carboxylic acid is converted into the corresponding methyl ester by treatment with thionyl chloride in methanol. Methyl (1R,4S)-4-(2,5-dimethyl-1H-pyrrol-1-yl)cyclopent-2-ene-1-carboxylate is then synthesized by reacting the (1R,4S)-4-aminocyclopent-2-ene-1-carboxylate methyl ester with 2,4-pentanedione in the presence of DIEA. The following alkylation of methyl (1R,4S)-4-(2,5-dimethyl-1H-pyrrol-1-yl)cyclopent-2-ene-1-carboxylate with iodopropane is carried... Reactants: C(#CCCCCC)C1=C(C(=O)N(OC)C)C=CC(=C1)OC (2-(1-Heptyn-1-yl)-N-methyl-N,4-bis(methyloxy)benzamide), C(C1=CC=CC=C1)[Mg]Cl (benzylmagnesium chloride). The solvent is C1CCOC1 (THF). Yields the product C(#CCCCCC)C1=C(C=CC(=C1)OC)C(CC1=CC=CC=C1)=O (1-[2-(1-Heptyn-1-yl)-4-(methyloxy)phenyl]-2-phenylethanone). Yield: 89.0%. RXN SMILES: [C:1]([C:8]1[CH:19]=[C:18]([O:20][CH3:21])[CH:17]=[CH:16][C:9]=1[C:10](N(C)OC)=[O:11])#[C:2][CH2:3][CH2:4][CH2:5][CH2:6][CH3:7].[CH2:22]([Mg]Cl)[C:23]1[CH:28]=[CH:27][CH:26]=[CH:25][CH:24]=1>C1COCC1>[C:1]([C:8]1[CH:19]=[C:18]([O:20][CH3:21])[CH:17]=[CH:16][C:9]=1[C:10](=[O:11])[CH2:22][C:23]1[CH:28]=[CH:27][CH:26]=[CH:25][CH:24]=1)#[C:2][CH2:3][CH2:4][CH2:5][CH2:6][CH3:7]. Reported procedure: 2-(1-Heptyn-1-yl)-N-methyl-N,4-bis(methyloxy)benzamide (111) (0.58 g, 2.00 mmol) was treated with benzylmagnesium chloride in THF to give 0.57 g (89%) of the title compound (112) as a light yellow oil. 1H NMR (400 MHz, CDCl3): δ 0.89 (t, J=7.2 Hz, 3H), 1.30-1.50 (m, 4H), 1.60-1.70 (m, 2H), 2.45 (t, J=7.2 Hz, 2H), 3.83 (s, 3H), 4.44 (s, 2H), 6.82 (dd, J1=8.8 Hz, J2=2.8 Hz, 1H), 6.97 (d, J=2.7 Hz, 1H), 7.19-7.26 (m, 3H), 7.27-7.32 (m, 2H), 7.65 (d, J=8.8 Hz, 1H). LCMS (ESI): m/z 321 (M+H)+, m/z 31...